The task is: describe an organic reaction: reactants, conditions, products, and yield. This data is from the Open Reaction Database (ORD), a public repository of structured organic reaction records. The reactants are O=C(Cl)Cc1ccccc1, O=C1Nc2ccccc2Nc2cscc21, c1ccccc1. Yields the product O=C1Nc2ccccc2N(C(=O)Cc2ccccc2)c2cscc21. As a reaction SMILES: [c:16]1([CH2:22][C:23](=[O:24])[Cl:25])[cH:17][cH:18][cH:19][cH:20][cH:21]1.[cH:1]1[s:2][cH:3][c:4]2[c:10]1[C:9](=[O:11])[NH:8][c:7]1[c:6]([cH:15][cH:14][cH:13][cH:12]1)[NH:5]2.[cH:26]1[cH:27][cH:28][cH:29][cH:30][cH:31]1>>[cH:1]1[s:2][cH:3][c:4]2[c:10]1[C:9](=[O:11])[NH:8][c:7]1[c:6]([cH:15][cH:14][cH:13][cH:12]1)[N:5]2[C:23]([CH2:22][c:16]1[cH:17][cH:18][cH:19][cH:20][cH:21]1)=[O:24]. Reactants: CNC(CC1(CC2C(C3=CC=CCN3CC2)S1)NC)=O ((2RS,10bSR)-N-methyl-2-(2-methylamino-1,3,4,6,7,10b-hexahydrothieno[2,3-a]quinolizin-2-yl)acetamide), [H-].COCCO[Al+]OCCOC.[Na+].[H-] (sodium bis(2-methoxyethoxy)aluminum hydride). Product: CNC1(CC2C(C3=CC=CCN3CC2)S1)CCNC ((2RS,10bSR)-2-methylamino-2-(2-methylaminoethyl)-1,3,4,6,7,10b-hexahydrothieno[2,3-a]quinolizine). The yield is 58.3%. Reaction SMILES: [CH3:1][NH:2][C:3](=O)[CH2:4][C:5]1([NH:18][CH3:19])[S:17][CH:8]2[C:9]3[N:14]([CH2:15][CH2:16][CH:7]2[CH2:6]1)[CH2:13][CH:12]=[CH:11][CH:10]=3.[H-].COCCO[Al+]OCCOC.[Na+].[H-]>>[CH3:19][NH:18][C:5]1([CH2:4][CH2:3][NH:2][CH3:1])[S:17][CH:8]2[C:9]3[N:14]([CH2:15][CH2:16][CH:7]2[CH2:6]1)[CH2:13][CH:12]=[CH:11][CH:10]=3 |f:1.2.3.4|. Procedure details: A mixture of 0.125 g (0.43 mmol) of (2RS,10bSR)-N-methyl-2-(2-methylamino-1,3,4,6,7,10b-hexahydrothieno[2,3-a]quinolizin-2-yl)acetamide and 0.51 ml (1.72 mmol) of 3.4M sodium bis(2-methoxyethoxy)aluminum hydride were reacted employing the procedure substantially described in Example 27 Step B to give 0.07 g (59%) of (2RS,10bSR)-2-methylamino-2-(2-methylaminoethyl)-1,3,4,6,7,10b-hexahydrothieno[2,3-a]quinolizine as a brown oil. Conditions: temperature 135 celsius. RXN SMILES: O[C:2]1[N:3]([C:12]2[CH:13]=[N:14][C:15]([Cl:18])=[CH:16][CH:17]=2)[C:4](=[O:11])[C:5]2[N:6]=[CH:7][NH:8][C:9]=2[N:10]=1.P(Cl)(Cl)([Cl:21])=O>>[Cl:21][C:2]1[N:3]([C:12]2[CH:13]=[N:14][C:15]([Cl:18])=[CH:16][CH:17]=2)[C:4](=[O:11])[C:5]2[N:6]=[CH:7][NH:8][C:9]=2[N:10]=1. The reactants are OC=1N(C(C=2N=CNC2N1)=O)C=1C=NC(=CC1)Cl (2-Hydroxy-1-(6-chloropyridin-3-yl)-1,9-dihydro-6H-purin-6-one), P(=O)(Cl)(Cl)Cl (phosphorous oxychloride). Product: ClC=1N(C(C=2N=CNC2N1)=O)C=1C=NC(=CC1)Cl (2-Chloro-1-(6-chloropyridin-3-yl)-1,9-dihydro-6H-purin-6-one). Procedure details: 2-Hydroxy-1-(6-chloropyridin-3-yl)-1,9-dihydro-6H-purin-6-one from the above reaction is suspended in a large excess of phosphorous oxychloride (150 mL) and heated to 135° C. for 24 h. The reaction mixture is cooled, evaporated in vacuo, and additional toluene is added and evaporated (2×) under reduced pressure. The resulting sticky brown oil is dissolved in DCM (200 mL), and then neutralized with saturated NaHCO3 (aqueous). The aqueous layer is extracted with DCM (2×200 mL) and dried (MgSO4). T...